Dataset: the Open Reaction Database (ORD), a public repository of structured organic reaction records. Task: describe an organic reaction: reactants, conditions, products, and yield The reactants are FC1=CC(=C(C=C1)[N+](=O)[O-])OC (4-fluoro-2-methoxy-1-nitrobenzene), N1CCC(CC1)N1CCOCC1 (4-(piperidin-4-yl)morpholine). Procedure: The title compound was prepared according to the method described for Preparation 78 using 4-fluoro-2-methoxy-1-nitrobenzene and 4-(piperidin-4-yl)morpholine. The residue was purified using silica gel column chromatography eluting with 80-100% DCM in cyclohexanes. RXN SMILES: F[C:2]1[CH:7]=[CH:6][C:5]([N+:8]([O-:10])=[O:9])=[C:4]([O:11][CH3:12])[CH:3]=1.[NH:13]1[CH2:18][CH2:17][CH:16]([N:19]2[CH2:24][CH2:23][O:22][CH2:21][CH2:20]2)[CH2:15][CH2:14]1>>[CH3:12][O:11][C:4]1[CH:3]=[C:2]([N:13]2[CH2:18][CH2:17][CH:16]([N:19]3[CH2:24][CH2:23][O:22][CH2:21][CH2:20]3)[CH2:15][CH2:14]2)[CH:7]=[CH:6][C:5]=1[N+:8]([O-:10])=[O:9]. The product is COC=1C=C(C=CC1[N+](=O)[O-])N1CCC(CC1)N1CCOCC1 (4-(1-(3-methoxy-4-nitrophenyl)piperidin-4-yl)morpholine). The reactants are COC(=O)C1CCN(c2ncc([N+](=O)[O-])cc2C)CC1, CCO, [H][H]. The product is COC(=O)C1CCN(c2ncc(N)cc2C)CC1. As a reaction SMILES: [CH3:1][c:2]1[c:3]([N:11]2[CH2:12][CH2:13][CH:14]([C:17](=[O:18])[O:19][CH3:20])[CH2:15][CH2:16]2)[n:4][cH:5][c:6]([N+:8]([O-:9])=[O:10])[cH:7]1.[CH3:23][CH2:24][OH:25].[H:21][H:22]>>[CH3:1][c:2]1[c:3]([N:11]2[CH2:12][CH2:13][CH:14]([C:17](=[O:18])[O:19][CH3:20])[CH2:15][CH2:16]2)[n:4][cH:5][c:6]([NH2:8])[cH:7]1. Reactants: O=Cc1nc(Br)cs1, CC(=O)O, C1COCCN1, ClCCl. Product: Brc1csc(CN2CCOCC2)n1. As a reaction SMILES: [Br:1][c:2]1[n:3][c:4]([CH:7]=[O:8])[s:5][cH:6]1.[C:15]([OH:16])(=[O:17])[CH3:18].[CH2:9]1[CH2:10][O:11][CH2:12][CH2:13][NH:14]1.[Cl:19][CH2:20][Cl:21]>>[Br:1][c:2]1[n:3][c:4]([CH2:7][N:14]2[CH2:9][CH2:10][O:11][CH2:12][CH2:13]2)[s:5][cH:6]1. Reactants: OC1=CC=C(C=C1)C(C)(C)C1=CC=C(C=C1)O (bisphenol A), F (hydrogen fluoride), C1(=CC=CC=C1)O (phenol), OC1=CC=C(C=C1)C(C)(C)C1=CC=C(C=C1)O (bisphenol A). Run at time 3 hour. The product is C(=C)(C)C1=CC=C(C=C1)O (p-isopropenylphenol). The yield is 63.4%. As a reaction SMILES: [OH:1][C:2]1[CH:7]=[CH:6][C:5]([C:8](C2C=CC(O)=CC=2)([CH3:10])[CH3:9])=[CH:4][CH:3]=1.F.C1(O)C=CC=CC=1>>[C:8]([C:5]1[CH:6]=[CH:7][C:2]([OH:1])=[CH:3][CH:4]=1)([CH3:10])=[CH2:9]. Procedure details: Following the same procedure, at 30° C. for 3 hours using 22.8 grams (0.10 mole) of bisphenol A and 100 grams (5 moles) of hydrogen fluoride, a mixture containing 5.1 gms of phenol, 7.7 gms of bisphenol A and 8.5 gms of p-isopropenylphenol (monomer, dimers and oligomers) was obtained.